From a dataset of the Open Reaction Database (ORD), a public repository of structured organic reaction records. describe an organic reaction: reactants, conditions, products, and yield Starting materials: BrC1=C(CCC1)C1=CC=C(C=C1)SC (1-(2-bromocyclopenten-1-yl)-4-(methylthio)benzene), ClC1=C(C=CC(=C1)Cl)B(O)O (2,4-dichlorophenylboronic acid). Yields the product ClC1=C(C=CC(=C1)Cl)C1=C(CCC1)C1=CC=C(C=C1)SC (1-[2-(2,4-dichlorophenyl)cyclopenten-1-yl]-4-(methylthio)benzene). Isolated yield 89.8%. Reaction SMILES: Br[C:2]1[CH2:6][CH2:5][CH2:4][C:3]=1[C:7]1[CH:12]=[CH:11][C:10]([S:13][CH3:14])=[CH:9][CH:8]=1.[Cl:15][C:16]1[CH:21]=[C:20]([Cl:22])[CH:19]=[CH:18][C:17]=1B(O)O>>[Cl:15][C:16]1[CH:21]=[C:20]([Cl:22])[CH:19]=[CH:18][C:17]=1[C:2]1[CH2:6][CH2:5][CH2:4][C:3]=1[C:7]1[CH:12]=[CH:11][C:10]([S:13][CH3:14])=[CH:9][CH:8]=1. Procedure: Following the synthetic procedure outlined in Step 3 of Example 1, 280 mg (0.93 mmol) of 1-(2-bromocyclopenten-1-yl)-4-(methylthio) benzene (Example 1, Step 2) was reacted with 350 mg (1.9 mmol) of 2,4-dichlorophenylboronic acid (Lancaster). Purification by silica gel chromatography (MPLC) with hexane gave 280 mg of 1-[2-(2,4-dichlorophenyl)cyclopenten-1-yl]-4-(methylthio)benzene as an oil: NMR (CDCl3) d 2.10 (m, J=7 Hz, 2H), 2.41 (s, 3H), 2.81 (t, J=8 Hz, 4H), 2.92 (m, J=8 Hz, 2H), 6.95-7.21 (m... Product: C1(=CC=CC=2CCCCC12)OCC(CNC(C)(C)C)O (1-(5,6,7,8-tetrahydro-α-naphthoxy)-3-(tert.-butylamino)-2-propanol). Reactants: C(C)(C)(C)N1CC(C1)O (1-(tert.-butyl)-3-azetidinol), C1(=CC=CC=2CCCCC12)O (5,6,7,8-tetrahydro-α-naphthol). As a reaction SMILES: [C:1]([N:5]1[CH2:8][CH:7]([OH:9])[CH2:6]1)([CH3:4])([CH3:3])[CH3:2].[C:10]1([OH:20])[C:19]2[CH2:18][CH2:17][CH2:16][CH2:15][C:14]=2[CH:13]=[CH:12][CH:11]=1>>[C:10]1([O:20][CH2:6][CH:7]([OH:9])[CH2:8][NH:5][C:1]([CH3:2])([CH3:3])[CH3:4])[C:19]2[CH2:18][CH2:17][CH2:16][CH2:15][C:14]=2[CH:13]=[CH:12][CH:11]=1. Procedure details: 1-(tert.-butyl)-3-azetidinol and 5,6,7,8-tetrahydro-α-naphthol were reacted in the same manner as in Example 1 to form 1-(5,6,7,8-tetrahydro-α-naphthoxy)-3-(tert.-butylamino)-2-propanol. A hydrochloric acid gas was blown into the obtained propanol. As a result 1-(5,6,7,8-tetrahydro-1-naphthoxy)-3-(tert.-butylamino)-2-propanol hydrochloride having a melting point of 148°-150° C was obtained. The yield was 70%. Reactants: NC1=C(C(=C(C=C1)C)[N+](=O)[O-])C (4-amino-2-nitro-m-xylene), N1=C(C=CC=C1)C=O (2-pyridinealdehyde). Run in C(C)O (ethanol). Product: CC1=C(C=CC(=C1[N+](=O)[O-])C)N=C=C1NC=CC=C1 (2-[(2,4-dimethyl-3-nitrophenylimino)-methylene]-pyridine). As a reaction SMILES: [NH2:1][C:2]1[CH:7]=[CH:6][C:5]([CH3:8])=[C:4]([N+:9]([O-:11])=[O:10])[C:3]=1[CH3:12].[N:13]1[CH:18]=[CH:17][CH:16]=[CH:15][C:14]=1[CH:19]=O>C(O)C>[CH3:12][C:3]1[C:4]([N+:9]([O-:11])=[O:10])=[C:5]([CH3:8])[CH:6]=[CH:7][C:2]=1[N:1]=[C:19]=[C:14]1[CH:15]=[CH:16][CH:17]=[CH:18][NH:13]1. Procedure details: 3.3 g of 4-amino-2-nitro-m-xylene and 2.1 g of 2-pyridinealdehyde were dissolved in 50 ml ethanol and left to stand. Crystals slowly precipitated and were filtered off under suction and washed with ethanol. The dried product (3.0 g) had a melting point of 114° to 116° C. Starting materials: ClC1=C(C(=O)C2=C(C3=C(S2)C=CC(=C3)Cl)O)C=CC=C1 (2-(2-chlorobenzoyl)-5-chlorobenzo[b]thiophen-3-ol), P(Cl)(Cl)(Cl)(Cl)Cl (phosphorus(V) chloride), N (ammonia). Solvent: C(C)(=O)OCC (ethyl acetate). The product is N\C(=C\1/C(C2=C(S1)C=CC(=C2)Cl)=O)\C2=C(C=CC=C2)Cl ((E)-2-[(Amino)-(2-chlorophenyl)methylene]-5-chlorobenzo[b]-thiophen-3(2H)-one). Yield: 40.0%. As a reaction SMILES: [Cl:1][C:2]1[CH:20]=[CH:19][CH:18]=[CH:17][C:3]=1[C:4]([C:6]1[S:10][C:9]2[CH:11]=[CH:12][C:13]([Cl:15])=[CH:14][C:8]=2[C:7]=1[OH:16])=O.P(Cl)(Cl)(Cl)(Cl)Cl.[NH3:27]>C(OCC)(=O)C>[NH2:27]/[C:4](/[C:3]1[CH:17]=[CH:18][CH:19]=[CH:20][C:2]=1[Cl:1])=[C:6]1\[C:7](=[O:16])[C:8]2[CH:14]=[C:13]([Cl:15])[CH:12]=[CH:11][C:9]=2[S:10]\1. Procedure details: Prepared as in Example 1 from 2-(2-chlorobenzoyl)-5-chlorobenzo[b]thiophen-3-ol, phosphorus(V) chloride and concentrated aqueous ammonia with a yield of 40% of theory; m.p. 199°-201° C. (ethyl acetate). Reactants: ClCC(CO)O (3-chloro-1,2-propanediol), OC=1C=C2C(C(NC2=CC1)=O)=CC1=CC=NC2=CC=CC=C12 (5-hydroxy-3-(quinol-4-ylmethylene)-2-oxindole), O (water). Run in C1(=CC=CC=C1)C (toluene). The product is OC(COC=1C=C2C(C(NC2=CC1)=O)=CC1=CC=NC2=CC=CC=C12)CO (5-(2,3-dihydroxypropoxy)-3-(quinol-4-ylmethylene)-2-oxindole). Yield: 70.0%. Reaction SMILES: [OH:1][C:2]1[CH:3]=[C:4]2[C:8](=[CH:9][CH:10]=1)[NH:7][C:6](=[O:11])[C:5]2=[CH:12][C:13]1[C:22]2[C:17](=[CH:18][CH:19]=[CH:20][CH:21]=2)[N:16]=[CH:15][CH:14]=1.Cl[CH2:24][CH:25]([OH:28])[CH2:26][OH:27].O>C1(C)C=CC=CC=1>[OH:28][CH:25]([CH2:26][OH:27])[CH2:24][O:1][C:2]1[CH:3]=[C:4]2[C:8](=[CH:9][CH:10]=1)[NH:7][C:6](=[O:11])[C:5]2=[CH:12][C:13]1[C:22]2[C:17](=[CH:18][CH:19]=[CH:20][CH:21]=2)[N:16]=[CH:15][CH:14]=1. Reported procedure: To a solution of 5-hydroxy-3-(quinol-4-ylmethylene)-2-oxindole (2.883 g, 10 mmol) in toluene (100 ml) was added portionwise under nitrogen NaH 80% (0.300 g, 10 mmol). After salification was complete, 3-chloro-1,2-propanediol (1.547 g, 14 mmol) was added and the mixture heated to reflux for 5 h. After cooling, water was added, the organic phase washed and evaporated to dryness. The residue was submitted to flash chromatography, using CHCl3 --MeOH mixtures as eluant to give pure title compound in ...